From a dataset of the Open Reaction Database (ORD), a public repository of structured organic reaction records. describe an organic reaction: reactants, conditions, products, and yield The reactants are CO, COC(=O)CCCCCCc1ncc(-c2cc(Cl)ccc2O)s1, [Na+], [OH-], O. Product: O=C(O)CCCCCCc1ncc(-c2cc(Cl)ccc2O)s1. RXN SMILES: [CH3:27][OH:28].[CH3:3][O:4][C:5]([CH2:6][CH2:7][CH2:8][CH2:9][CH2:10][CH2:11][c:12]1[s:13][c:14](-[c:17]2[c:18]([OH:24])[cH:19][cH:20][c:21]([Cl:23])[cH:22]2)[cH:15][n:16]1)=[O:25].[Na+:2].[OH-:1].[OH2:26]>>[O:4]=[C:5]([CH2:6][CH2:7][CH2:8][CH2:9][CH2:10][CH2:11][c:12]1[s:13][c:14](-[c:17]2[c:18]([OH:24])[cH:19][cH:20][c:21]([Cl:23])[cH:22]2)[cH:15][n:16]1)[OH:25]. Reactants: C(C1=CC=CC=C1)OC(CC1C(C(N1)=O)C(C)O)=O ((3SR,4RS)-3-[1(SR)-hydroxyethyl]-2-oxoazetidine-4-yl-acetic acid benzyl ester), C(=O)(O)[O-].[Na+] (NaHCO3), C(C)N(CC)S(F)(F)F (diethylaminosulphurtrifluoride), [ 1980 ]. Solvent: ClCCl (dichloromethane), ClCCl (dichloromethane), ClCCl (dichloromethane). Conditions: time 5 minute. The product is C(C1=CC=CC=C1)OC(CC1C(C(N1)=O)C(C)F)=O ((3RS,4RS)-3-[1(RS)-fluorethyl]-2-oxoazetidine-4-yl-acetic acid benzylester). RXN SMILES: C(N(S(F)(F)[F:7])CC)C.[CH2:10]([O:17][C:18](=[O:28])[CH2:19][CH:20]1[NH:23][C:22](=[O:24])[CH:21]1[CH:25](O)[CH3:26])[C:11]1[CH:16]=[CH:15][CH:14]=[CH:13][CH:12]=1.C([O-])(O)=O.[Na+]>ClCCl>[CH2:10]([O:17][C:18](=[O:28])[CH2:19][CH:20]1[NH:23][C:22](=[O:24])[CH:21]1[CH:25]([F:7])[CH3:26])[C:11]1[CH:16]=[CH:15][CH:14]=[CH:13][CH:12]=1 |f:2.3|. Procedure details: To a -78° cooled solution of 1.5 ml of diethylaminosulphurtrifluoride in 4 ml of dry dichloromethane is added a solution of 2.52 g of (3SR,4RS)-3-[1(SR)-hydroxyethyl]-2-oxoazetidine-4-yl-acetic acid benzyl ester (prepared analogously to D. G. Melillo et.al., Tetrahedron Letters 21, 2783 [1980]) in 4 ml of abs. dichloromethane. The mixture is stirred for 5 minutes at -78° and mixed with excess cold saturated NaHCO3. After addition of further dichloromethane the phases are separated, the organic p... Reactants: COC(=O)c1ccc(CC2CCC(C(O[Si](C)(C)C(C)(C)C)c3ccccc3)N2C(=O)OC(C)(C)C)cc1, CO, [Li+], [OH-]. Product: CC(C)(C)OC(=O)N1C(Cc2ccc(C(=O)O)cc2)CCC1C(O[Si](C)(C)C(C)(C)C)c1ccccc1. As a reaction SMILES: [C:1]([CH3:2])([CH3:3])([CH3:4])[Si:5]([O:6][CH:7]([CH:8]1[N:9]([C:24](=[O:25])[O:26][C:27]([CH3:28])([CH3:29])[CH3:30])[CH:10]([CH2:13][c:14]2[cH:15][cH:16][c:17]([C:20](=[O:21])[O:22][CH3:23])[cH:18][cH:19]2)[CH2:11][CH2:12]1)[c:31]1[cH:32][cH:33][cH:34][cH:35][cH:36]1)([CH3:37])[CH3:38].[CH3:41][OH:42].[Li+:40].[OH-:39]>>[C:1]([CH3:2])([CH3:3])([CH3:4])[Si:5]([O:6][CH:7]([CH:8]1[N:9]([C:24](=[O:25])[O:26][C:27]([CH3:28])([CH3:29])[CH3:30])[CH:10]([CH2:13][c:14]2[cH:15][cH:16][c:17]([C:20](=[O:21])[OH:22])[cH:18][cH:19]2)[CH2:11][CH2:12]1)[c:31]1[cH:32][cH:33][cH:34][cH:35][cH:36]1)([CH3:37])[CH3:38]. The reactants are C12C=CC(C(C1)O)C2 (Norbornen-5-ol), C(=O)O (formic acid), C12C=CC(C(C1)O)C2 (norbornen-5-ol). Product: formyl ester, C12C=CC(C(C1)CO)C2 (norbornen-5-methanol). The yield is 37.0%. Reaction SMILES: [CH:1]12[CH2:8][CH:4]([CH:5](O)[CH2:6]1)[CH:3]=[CH:2]2.[CH:9](O)=[O:10]>>[CH:1]12[CH2:8][CH:4]([CH:5]([CH2:9][OH:10])[CH2:6]1)[CH:3]=[CH:2]2. Reported procedure: Norbornen-5-ol (25 g) was dissolved at 55° C. in 100 mL of formic acid (96%). Unless otherwise specified, all of the reagents specified in the examples herein are obtained from the Aldrich Chemical Co. After 2 hours gas chromatography (GC) indicated that all norbornen-5-ol was consumed. The reaction mixture was cooled down and 100 mL of ether was added. Then, the reaction mixture was extracted with 10×100 mL of water. The organic layer was separated, dried and ether was removed. The product was ... Reactants: M-indole, C1=CC=CC2=NC=C3C=CC=CC3=C12 (phenanthridine), ClC(=O)OCC (ethyl chloroformate), N1C=CC2=CC=CC=C12 (indole). The product is C(C)OC(=O)N1C=2C=CC=CC2C2=CC=CC=C2C1C1=CNC2=CC=CC=C12 (6-(1H-Indol-3-yl)-6H-phenanthridine-5-carboxylic acid ethyl ester). Reaction SMILES: [CH:1]1[C:14]2[C:5](=[N:6][CH:7]=[C:8]3[C:13]=2[CH:12]=[CH:11][CH:10]=[CH:9]3)[CH:4]=[CH:3][CH:2]=1.Cl[C:16]([O:18][CH2:19][CH3:20])=[O:17].[NH:21]1[C:29]2[C:24](=[CH:25][CH:26]=[CH:27][CH:28]=2)[CH:23]=[CH:22]1>>[CH2:19]([O:18][C:16]([N:6]1[CH:7]([C:23]2[C:24]3[C:29](=[CH:28][CH:27]=[CH:26][CH:25]=3)[NH:21][CH:22]=2)[C:8]2[C:13](=[CH:12][CH:11]=[CH:10][CH:9]=2)[C:14]2[CH:1]=[CH:2][CH:3]=[CH:4][C:5]1=2)=[O:17])[CH3:20]. Procedure details: 6-(1H-Indol-3-yl)-6H-phenanthridine-5-carboxylic acid ethyl ester was prepared from phenanthridine, ethyl chloroformate, and indole according to GP 2. Yield, 50%. (+)-ESI-MS: m/z=369 [M+H]+, 252 [M-indole+H]+. Starting materials: CC(CN1C(=NC=2C(=NC=3C=C(C=CC3C21)OC2=CC=C(C=C2)[N+](=O)[O-])N)CCC)C (1-(2-methylpropyl)-7-(4-nitrophenoxy)-2-propyl-1H-imidazo[4,5-c]quinolin-4-amine), ClCCl (dichloromethane), [BH4-].[Na+] (Sodium borohydride). The reagents and catalysts are [Ni](Cl)Cl (Nickel(II)chloride). Solvent: CO (methanol). Reaction conditions: time 25 minute. Yields the product NC1=CC=C(OC=2C=CC=3C4=C(C(=NC3C2)N)N=C(N4CC(C)C)CCC)C=C1 (7-(4-aminophenoxy)-1-(2-methylpropyl)-2-propyl-1H-imidazo[4,5-c]quinolin-4-amine). The yield is 59.7%. RXN SMILES: [CH3:1][CH:2]([CH3:31])[CH2:3][N:4]1[C:16]2[C:15]3[CH:14]=[CH:13][C:12]([O:17][C:18]4[CH:23]=[CH:22][C:21]([N+:24]([O-])=O)=[CH:20][CH:19]=4)=[CH:11][C:10]=3[N:9]=[C:8]([NH2:27])[C:7]=2[N:6]=[C:5]1[CH2:28][CH2:29][CH3:30].ClCCl.[BH4-].[Na+]>[Ni](Cl)Cl.CO>[NH2:24][C:21]1[CH:22]=[CH:23][C:18]([O:17][C:12]2[CH:13]=[CH:14][C:15]3[C:16]4[N:4]([CH2:3][CH:2]([CH3:31])[CH3:1])[C:5]([CH2:28][CH2:29][CH3:30])=[N:6][C:7]=4[C:8]([NH2:27])=[N:9][C:10]=3[CH:11]=2)=[CH:19][CH:20]=1 |f:2.3|. Procedure details: Nickel(II)chloride (0.044 g, 0.34 mmol) was added to a solution of 1-(2-methylpropyl)-7-(4-nitrophenoxy)-2-propyl-1H-imidazo[4,5-c]quinolin-4-amine (0.436 g, 1.04 mmol), prepared as described in Example 35, in 20:80 dichloromethane:methanol (30 mL). Sodium borohydride (0.300 g) was added in small portions to the resulting solution, and the reaction was stirred for 25 minutes. A solid formed in the reaction and was removed by filtration, and the filtrate was concentrated under reduced pressure. T... The reactants are COC(=O)C(C)(C)CN1CCNCC1, CC#N, CCOC(C)=O, CC(C)NC(C)C, Cc1cc2n(c1)Cc1cc(Cl)ccc1N=C2Cl, Cl, Cl, O. Product: COC(=O)C(C)(C)CN1CCN(C2=Nc3ccc(Cl)cc3Cn3cc(C)cc32)CC1. RXN SMILES: [CH3:20][C:21]([C:22](=[O:23])[O:24][CH3:25])([CH2:26][N:27]1[CH2:28][CH2:29][NH:30][CH2:31][CH2:32]1)[CH3:33].[CH3:41][C:42]#[N:43].[CH3:45][CH2:46][O:47][C:48](=[O:49])[CH3:50].[CH:34]([NH:35][CH:36]([CH3:37])[CH3:38])([CH3:39])[CH3:40].[Cl:1][c:2]1[cH:3][cH:4][c:5]2[c:6]([cH:17]1)[CH2:7][n:8]1[c:9]([cH:13][c:14]([CH3:16])[cH:15]1)[C:10]([Cl:12])=[N:11]2.[ClH:18].[ClH:19].[OH2:44]>>[Cl:1][c:2]1[cH:3][cH:4][c:5]2[c:6]([cH:17]1)[CH2:7][n:8]1[c:9]([cH:13][c:14]([CH3:16])[cH:15]1)[C:10]([N:30]1[CH2:29][CH2:28][N:27]([CH2:26][C:21]([CH3:20])([C:22](=[O:23])[O:24][CH3:25])[CH3:33])[CH2:32][CH2:31]1)=[N:11]2. The solvent is O (water), ClCCl (dichloromethane). Reported procedure: Methanesulfonyl chloride (82 mg, 0.72 mmol) was added to a mixture of 1-(2-(4-(5-(4-fluorobenzyl)-4-(2-hydroxyethyl)thiophen-2-yl)-5-bromopyrimidin-2-ylamino)ethyl)-5,5-dimethylimidazolidine-2,4-dione (200 mg, 0.36 mmol) and diisopropylethylamine (93 mg, 0.72 mmol) in dichloromethane (10 mL) at 0° C. After stirring at 0° C. for 5 h, the solvent was removed in vacuo and 5 mL of N-methylpyrrolidine, a catalytic amount of sodium iodide and (S)-pyrrolidin-2-ylmethanol (0.3 g, 2.97 mmol) were added. ... Reaction conditions: temperature 0 celsius, time 5 hour. The reactants are [I-].[Na+] (sodium iodide), N1[C@@H](CCC1)CO ((S)-pyrrolidin-2-ylmethanol), CS(=O)(=O)Cl (Methanesulfonyl chloride), FC1=CC=C(CC2=C(C=C(S2)C2=NC(=NC=C2Br)NCCN2C(NC(C2(C)C)=O)=O)CCO)C=C1 (1-(2-(4-(5-(4-fluorobenzyl)-4-(2-hydroxyethyl)thiophen-2-yl)-5-bromopyrimidin-2-ylamino)ethyl)-5,5-dimethylimidazolidine-2,4-dione), C(C)(C)N(CC)C(C)C (diisopropylethylamine). Reaction SMILES: CS(Cl)(=O)=O.[F:6][C:7]1[CH:40]=[CH:39][C:10]([CH2:11][C:12]2[S:16][C:15]([C:17]3[C:22]([Br:23])=[CH:21][N:20]=[C:19]([NH:24][CH2:25][CH2:26][N:27]4[C:31]([CH3:33])([CH3:32])[C:30](=[O:34])[NH:29][C:28]4=[O:35])[N:18]=3)=[CH:14][C:13]=2[CH2:36][CH2:37]O)=[CH:9][CH:8]=1.C(N(C(C)C)CC)(C)C.[I-].[Na+].[NH:52]1[CH2:56][CH2:55][CH2:54][C@H:53]1[CH2:57][OH:58]>ClCCl.O>[F:6][C:7]1[CH:40]=[CH:39][C:10]([CH2:11][C:12]2[S:16][C:15]([C:17]3[C:22]([Br:23])=[CH:21][N:20]=[C:19]([NH:24][CH2:25][CH2:26][N:27]4[C:31]([CH3:32])([CH3:33])[C:30](=[O:34])[NH:29][C:28]4=[O:35])[N:18]=3)=[CH:14][C:13]=2[CH2:36][CH2:37][N:52]2[CH2:56][CH2:55][CH2:54][C@H:53]2[CH2:57][OH:58])=[CH:9][CH:8]=1 |f:3.4|. Yield: 46.0%. Yields the product FC1=CC=C(CC2=C(C=C(S2)C2=NC(=NC=C2Br)NCCN2C(NC(C2(C)C)=O)=O)CCN2[C@@H](CCC2)CO)C=C1 (1-(2-(4-(5-(4-Fluorobenzyl)-4-(2-((S)-2-(hydroxymethyl)pyrrolidin-1-yl)ethyl)thiophen-2-yl)-5-bromopyrimidin-2-ylamino)ethyl)-5,5-dimethylimidazolidine-2,4-dione), solid. The reactants are CCOC(=O)c1sc(Br)nc1C, O=C([O-])[O-], CN(C)C=O, [K+], [K+], Sc1ccccc1. Yields the product CCOC(=O)c1sc(Sc2ccccc2)nc1C. Reaction SMILES: [Br:1][c:2]1[s:3][c:4]([C:8](=[O:9])[O:10][CH2:11][CH3:12])[c:5]([CH3:7])[n:6]1.[C:20](=[O:21])([O-:22])[O-:23].[CH3:26][N:27]([CH3:28])[CH:29]=[O:30].[K+:24].[K+:25].[SH:13][c:14]1[cH:15][cH:16][cH:17][cH:18][cH:19]1>>[c:2]1([S:13][c:14]2[cH:15][cH:16][cH:17][cH:18][cH:19]2)[s:3][c:4]([C:8](=[O:9])[O:10][CH2:11][CH3:12])[c:5]([CH3:7])[n:6]1. Starting materials: CC(C)(C)OC(=O)Nc1ncc(CBr)cc1Cl, CCOC(=O)CC(=O)OCC, [Cl-], ClCCl, [H-], [NH4+], [Na+], CN(C)C=O, O. The product is CCOC(=O)C(Cc1cnc(NC(=O)OC(C)(C)C)c(Cl)c1)C(=O)OCC. Reaction SMILES: [C:14]([CH3:15])([CH3:16])([CH3:17])[O:18][C:19]([NH:20][c:21]1[n:22][cH:23][c:24]([CH2:28][Br:29])[cH:25][c:26]1[Cl:27])=[O:30].[C:1]([CH2:2][C:3](=[O:4])[O:5][CH2:6][CH3:7])(=[O:8])[O:9][CH2:10][CH3:11].[Cl-:31].[Cl:39][CH2:40][Cl:41].[H-:13].[NH4+:32].[Na+:12].[O:33]=[CH:34][N:35]([CH3:36])[CH3:37].[OH2:38]>>[C:1]([CH:2]([C:3](=[O:4])[O:5][CH2:6][CH3:7])[CH2:28][c:24]1[cH:23][n:22][c:21]([NH:20][C:19]([O:18][C:14]([CH3:15])([CH3:16])[CH3:17])=[O:30])[c:26]([Cl:27])[cH:25]1)(=[O:8])[O:9][CH2:10][CH3:11].